From a dataset of the Open Reaction Database (ORD), a public repository of structured organic reaction records. describe an organic reaction: reactants, conditions, products, and yield Starting materials: Cl (HCl), C(C1=CC=CC=C1)[C@H](C(=O)OC)CC[C@@H](C(N[C@H]1C(N(CCCC1)C1=CC=CC=C1)=O)=O)CC1=CC=CC=C1 ((2R,5R)-methyl 2,5-dibenzyl-6-oxo-6-((R)-2-oxo-1-phenylazepan-3-ylamino)hexanoate), [Li+].[OH-] (LiOH), O (water). Solvent: CO (MeOH). Conditions: time 2 day. The product is C(C1=CC=CC=C1)[C@H](C(=O)O)CC[C@@H](C(N[C@H]1C(N(CCCC1)C1=CC=CC=C1)=O)=O)CC1=CC=CC=C1 ((2R,5R)-2,5-dibenzyl-6-oxo-6-((R)-2-oxo-1-phenylazepan-3-ylamino)hexanoic acid). The yield is 95.8%. As a reaction SMILES: [CH2:1]([C@@H:8]([CH2:13][CH2:14][C@H:15]([CH2:33][C:34]1[CH:39]=[CH:38][CH:37]=[CH:36][CH:35]=1)[C:16](=[O:32])[NH:17][C@@H:18]1[CH2:24][CH2:23][CH2:22][CH2:21][N:20]([C:25]2[CH:30]=[CH:29][CH:28]=[CH:27][CH:26]=2)[C:19]1=[O:31])[C:9]([O:11]C)=[O:10])[C:2]1[CH:7]=[CH:6][CH:5]=[CH:4][CH:3]=1.[Li+].[OH-].O.Cl>CO>[CH2:1]([C@@H:8]([CH2:13][CH2:14][C@H:15]([CH2:33][C:34]1[CH:35]=[CH:36][CH:37]=[CH:38][CH:39]=1)[C:16](=[O:32])[NH:17][C@@H:18]1[CH2:24][CH2:23][CH2:22][CH2:21][N:20]([C:25]2[CH:26]=[CH:27][CH:28]=[CH:29][CH:30]=2)[C:19]1=[O:31])[C:9]([OH:11])=[O:10])[C:2]1[CH:7]=[CH:6][CH:5]=[CH:4][CH:3]=1 |f:1.2|. Procedure: To a round bottom flask was added (2R,5R)-methyl 2,5-dibenzyl-6-oxo-6-((R)-2-oxo-1-phenylazepan-3-ylamino)hexanoate (300 mg, 0.570 mmol), 2 M LiOH in water (5.0 mL, 10 mmol) and MeOH (5 mL). The reaction was stirred at rt for 2 days. The reaction mixture was then cooled in an ice-bath and aqueous 1 M HCl was added slowly to adjust the pH to 4. A white precipitant was formed. The product was collected by filtration and washed with water (2×5 mL) to give (2R,5R)-2,5-dibenzyl-6-oxo-6-((R)-2-oxo-1-p...